Dataset: the Open Reaction Database (ORD), a public repository of structured organic reaction records. Task: describe an organic reaction: reactants, conditions, products, and yield Yields the product OCc1ccc(Cl)nc1Cl. RXN SMILES: [BH4-:1].[CH3:13][OH:14].[Cl:3][c:4]1[n:5][c:6]([Cl:12])[cH:7][cH:8][c:9]1[CH:10]=[O:11].[Na+:2]>>[Cl:3][c:4]1[n:5][c:6]([Cl:12])[cH:7][cH:8][c:9]1[CH2:10][OH:11]. Reactants: [BH4-], CO, O=Cc1ccc(Cl)nc1Cl, [Na+]. Reaction SMILES: [BrH:11].[OH2:12].[OH:1][c:2]1[cH:3][cH:4][c:5]([CH2:6][CH2:7][OH:8])[cH:9][cH:10]1>>[OH:1][c:2]1[cH:3][cH:4][c:5]([CH2:6][CH2:7][Br:11])[cH:9][cH:10]1. Product: Oc1ccc(CCBr)cc1. Starting materials: Br, O, OCCc1ccc(O)cc1. The reactants are BrC=1C(=C(CO)C=C(C1)OC)OC (3-bromo-2,5-dimethoxybenzyl alcohol), N1=CC=CC=C1 (pyridine), S(=O)(Cl)Cl (thionyl chloride). Run in CCOCC (ether), CCOCC (ether). Run at time 20 hour. Yields the product BrC=1C(=C(CCl)C=C(C1)OC)OC (3-Bromo-2,5-dimethoxybenzyl Chloride). The yield is 86.3%. As a reaction SMILES: [Br:1][C:2]1[C:3]([O:12][CH3:13])=[C:4]([CH:7]=[C:8]([O:10][CH3:11])[CH:9]=1)[CH2:5]O.N1C=CC=CC=1.S(Cl)([Cl:22])=O>CCOCC>[Br:1][C:2]1[C:3]([O:12][CH3:13])=[C:4]([CH:7]=[C:8]([O:10][CH3:11])[CH:9]=1)[CH2:5][Cl:22]. Procedure details: To a solution of 8.18 gm (33.11 mmol) of 3-bromo-2,5-dimethoxybenzyl alcohol and 0.8 ml pyridine in 100 ml ether was added dropwise a solution of 8.5 ml (116 mmol) thionyl chloride in 20 ml ether. After stirring at ambient temperature for 20 hours, the reaction mixture was poured onto ice. The ether extract was washed with brine, dried (NaSO4), filtered and concentrated in vacuo to give 7.59 gm of a colorless oil. A portion, 3.9 gm, was purified by silica gel chromatography using 3:7 CH2 Cl2 :he... Starting materials: OCC=1C=C(N)C(=CC1)C (3-(hydroxymethyl)-6-methylaniline), CC1=C(N)C=C(C=C1)C (2,5-dimethylaniline), C(C)(=O)OC(C)=O (acetic anhydride), C(C)(=O)[O-].[K+] (potassium acetate). Run in C(Cl)(Cl)Cl (chloroform). The product is C(C)(=O)OCC=1C=C(NC(C)=O)C(=CC1)C (3-(acetoxymethyl)-6-methyl-N-(acetyl)aniline). Yield: 92.4%. RXN SMILES: [OH:1][CH2:2][C:3]1[CH:4]=[C:5]([C:7]([CH3:10])=[CH:8][CH:9]=1)[NH2:6].CC1C=CC(C)=CC=1N.[C:20](OC(=O)C)(=[O:22])[CH3:21].[C:27]([O-])(=[O:29])[CH3:28].[K+]>C(Cl)(Cl)Cl>[C:20]([O:1][CH2:2][C:3]1[CH:4]=[C:5]([C:7]([CH3:10])=[CH:8][CH:9]=1)[NH:6][C:27](=[O:29])[CH3:28])(=[O:22])[CH3:21] |f:3.4|. Reported procedure: To a solution of an approximately 1:1 mixture of 3-(hydroxymethyl)-6-methylaniline, (8.05 g, 58.8 mmol) (2) and 2,5-dimethylaniline in chloroform (290 mL), was added acetic anhydride (20 mL, 206 mmol) and potassium acetate (20 g, 202 mmol). The resulting mixture was heated at reflux for 2 hours. The mixture was then concentrated and purified by a flash column chromatography (1:1 of hexane-ethyl acetate) to give the title compound (12.02 g, 92%). TLC Rf: 0.52 (ethyl acetate); MS (electrospray) 22... The reactants are C(#N)C1=C(C=CC(=C1)C(F)(F)F)N1C2=C(OCC1)C=C(C=C2)S(=O)(=O)OC2=C(C(=C(C(=C2F)F)F)F)F (perfluorophenyl 4-(2-cyano-4-(trifluoromethyl)phenyl)-3,4-dihydro-2H-benzo[b][1,4]oxazine-7-sulfonate), N1=CN=C(C=C1)N (pyrimidin-4-amine), C[Si](C)(C)[N-][Si](C)(C)C.[Li+] (lithium bis(trimethylsilyl)amide). Reagents/catalysts: C(C)(=O)O (acetic acid). Solvent: C1CCOC1 (THF). Reaction conditions: time 5 minute. Yields the product C(#N)C1=C(C=CC(=C1)C(F)(F)F)N1C2=C(OCC1)C=C(C=C2)S(=O)(=O)NC2=NC=NC=C2 (4-(2-cyano-4-(trifluoromethyl)phenyl)-N-(pyrimidin-4-yl)-3,4-dihydro-2H-benzo[b][1,4]oxazine-7-sulfonamide). The yield is 65.5%. RXN SMILES: [C:1]([C:3]1[CH:8]=[C:7]([C:9]([F:12])([F:11])[F:10])[CH:6]=[CH:5][C:4]=1[N:13]1[CH2:18][CH2:17][O:16][C:15]2[CH:19]=[C:20]([S:23](OC3C(F)=C(F)C(F)=C(F)C=3F)(=[O:25])=[O:24])[CH:21]=[CH:22][C:14]1=2)#[N:2].[N:38]1[CH:43]=[CH:42][C:41]([NH2:44])=[N:40][CH:39]=1.C[Si]([N-][Si](C)(C)C)(C)C.[Li+]>C(O)(=O)C.C1COCC1>[C:1]([C:3]1[CH:8]=[C:7]([C:9]([F:11])([F:12])[F:10])[CH:6]=[CH:5][C:4]=1[N:13]1[CH2:18][CH2:17][O:16][C:15]2[CH:19]=[C:20]([S:23]([NH:44][C:41]3[CH:42]=[CH:43][N:38]=[CH:39][N:40]=3)(=[O:24])=[O:25])[CH:21]=[CH:22][C:14]1=2)#[N:2] |f:2.3|. Procedure details: A round bottom flask was charged with perfluorophenyl 4-(2-cyano-4-(trifluoromethyl)phenyl)-3,4-dihydro-2H-benzo[b][1,4]oxazine-7-sulfonate (INTERMEDIATE AB, 46.12 mg, 0.084 mmol), pyrimidin-4-amine (11.95 mg, 0.126 mmol), and THF (1 mL) to give a clear, colorless solution. The flask was cooled in a dry ice-acetone bath for 5 min, then lithium bis(trimethylsilyl)amide (1M in THF) (176 μL, 0.176 mmol) was added dropwise over 30 s to give a light-yellow solution. After 5 min, the flask was lowered... The reactants are powder, Cl (HCl), ClC1=CC=C(C=C1)S(=O)(=O)N1C[C@@H](CCC1)NC1=NC=CC(=N1)C1=C(N=C2SC=CN21)C2=CC(=CC=C2)[N+](=O)[O-] (N-{(3R)-1-[(4-chlorophenyl)sulfonyl]piperidin-3-yl}-4-[6-(3-nitrophenyl)imidazo[2,1-b][1,3]thiazol-5-yl]pyrimidin-2-amine). Run in O (water), C(C)O (ethanol), C(C)O (ethanol). Conditions: temperature 100 celsius, time 1 hour. Product: NC=1C=C(C=CC1)C=1N=C2SC=CN2C1C1=NC(=NC=C1)N[C@H]1CN(CCC1)S(=O)(=O)C1=CC=C(C=C1)Cl (4-[6-(3-aminophenyl)imidazo[2,1-b][1,3]thiazol-5-yl]-N-{(3R)-1-[(4-chlorophenyl)sulfonyl]piperidin-3-yl}pyrimidin-2-amine). As a reaction SMILES: [Cl:1][C:2]1[CH:7]=[CH:6][C:5]([S:8]([N:11]2[CH2:16][CH2:15][CH2:14][C@@H:13]([NH:17][C:18]3[N:23]=[C:22]([C:24]4[N:31]5[C:27]([S:28][CH:29]=[CH:30]5)=[N:26][C:25]=4[C:32]4[CH:37]=[CH:36][CH:35]=[C:34]([N+:38]([O-])=O)[CH:33]=4)[CH:21]=[CH:20][N:19]=3)[CH2:12]2)(=[O:10])=[O:9])=[CH:4][CH:3]=1.Cl>C(O)C.O>[NH2:38][C:34]1[CH:33]=[C:32]([C:25]2[N:26]=[C:27]3[N:31]([C:24]=2[C:22]2[CH:21]=[CH:20][N:19]=[C:18]([NH:17][C@@H:13]4[CH2:14][CH2:15][CH2:16][N:11]([S:8]([C:5]5[CH:4]=[CH:3][C:2]([Cl:1])=[CH:7][CH:6]=5)(=[O:10])=[O:9])[CH2:12]4)[N:23]=2)[CH:30]=[CH:29][S:28]3)[CH:37]=[CH:36][CH:35]=1. Reported procedure: N-{(3R)-1-[(4-chlorophenyl)sulfonyl]piperidin-3-yl}-4-[6-(3-nitrophenyl)imidazo[2,1-b][1,3]thiazol-5-yl]pyrimidin-2-amine (1.05 g, 1.76 mmol) was dissolved in ethanol 95% (10 ml) and water (2.5 ml). The solution was treated with irn powder (1 g, 17.6 mmol) and concentrated HCl (200 uL). The reaction mixture was stirred at 100° C. for one hour. The mixture was cooled down and diluted with ethanol (100 ml). The heterogenous mixture was filtered over Celite and the volatiles were removed in vacuo. ...